Dataset: the Open Reaction Database (ORD), a public repository of structured organic reaction records. Task: describe an organic reaction: reactants, conditions, products, and yield Reactants: C(CC1=CC=CC=C1)C=1N=C2N(C3=C(NC4=C2C=CC=C4)N=CC=C3)C1 (2-phenethyl-9H-benzo[f]imidazo[1,2-d]pyrido[2,3-b][1,4]diazepine), BrN1C(CCC1=O)=O (N-bromosuccinimide). Run in C1CCOC1 (THF). Run at time 30 minute. Yields the product crude product, BrC1=C(N=C2N1C1=C(NC3=C2C=CC=C3)N=CC=C1)CCC1=CC=CC=C1 (3-bromo-2-phenethyl-9H-benzo[f]imidazo[1,2-d]pyrido[2,3-b][1,4]diazepine). Yield: 42.7%. As a reaction SMILES: [CH2:1]([C:9]1[N:10]=[C:11]2[C:17]3[CH:18]=[CH:19][CH:20]=[CH:21][C:16]=3[NH:15][C:14]3[N:22]=[CH:23][CH:24]=[CH:25][C:13]=3[N:12]2[CH:26]=1)[CH2:2][C:3]1[CH:8]=[CH:7][CH:6]=[CH:5][CH:4]=1.[Br:27]N1C(=O)CCC1=O>C1COCC1>[Br:27][C:26]1[N:12]2[C:13]3[CH:25]=[CH:24][CH:23]=[N:22][C:14]=3[NH:15][C:16]3[CH:21]=[CH:20][CH:19]=[CH:18][C:17]=3[C:11]2=[N:10][C:9]=1[CH2:1][CH2:2][C:3]1[CH:4]=[CH:5][CH:6]=[CH:7][CH:8]=1. Procedure details: To a solution 2-phenethyl-9H-benzo[f]imidazo[1,2-d]pyrido[2,3-b][1,4]diazepine (0.374 g, 1 eq.) in THF (50 mL) was added N-bromosuccinimide (0.206 g, 1.05 eq.). The reaction was stirred at room temperature for 30 minutes, poured onto water (100 mL) and extracted with dichloromethane (2×100 mL). The organic extracts were combined, washed with brine (1×50 mL) and dried over sodium sulfate. After filtration and concentration under reduced pressure, the crude product, 3-bromo-2-phenethyl-9H-benzo[f]... Reactants: C(C)ON=C(C(=O)NC1[C@@H]2N(C(=C(CS2)C[N+]2=CC=CC=C2)C(=O)[O-])C1=O)C1=NSC(=N1)N (7-[2-ethoxyimino-2-(5-amino-1,2,4-thiadiazol-3-yl)acetamido]-3-(1-pyridiniomethyl)-3-cephem-4-carboxylate), CC(=O)C (acetone). Solvent: O (water). Reaction conditions: time 1.5 hour. Product: CC(=O)C.C(C)ON=C(C(=O)NC1[C@@H]2N(C(=C(CS2)C[N+]2=CC=CC=C2)C(=O)[O-])C1=O)C1=NSC(=N1)N (7-[2-ethoxyimino-2-(5-amino-1,2,4-thiadiazol-3-yl)acetamido]-3-(1-pyridiniomethyl)-3-cephem-4-carboxylate acetone). As a reaction SMILES: [CH2:1]([O:3][N:4]=[C:5]([C:28]1[N:32]=[C:31]([NH2:33])[S:30][N:29]=1)[C:6]([NH:8][CH:9]1[C:26](=[O:27])[N:11]2[C:12]([C:23]([O-:25])=[O:24])=[C:13]([CH2:16][N+:17]3[CH:22]=[CH:21][CH:20]=[CH:19][CH:18]=3)[CH2:14][S:15][C@H:10]12)=[O:7])[CH3:2].[CH3:34][C:35]([CH3:37])=[O:36]>O>[CH3:34][C:35]([CH3:37])=[O:36].[CH2:1]([O:3][N:4]=[C:5]([C:28]1[N:32]=[C:31]([NH2:33])[S:30][N:29]=1)[C:6]([NH:8][CH:9]1[C:26](=[O:27])[N:11]2[C:12]([C:23]([O-:25])=[O:24])=[C:13]([CH2:16][N+:17]3[CH:18]=[CH:19][CH:20]=[CH:21][CH:22]=3)[CH2:14][S:15][C@H:10]12)=[O:7])[CH3:2] |f:3.4|. Procedure details: A powder (0.2 g) of 7-[2-ethoxyimino-2-(5-amino-1,2,4-thiadiazol-3-yl)acetamido]-3-(1-pyridiniomethyl)-3-cephem-4-carboxylate (syn isomer) was dissolved in water (0.8 ml) and dropped acetone (1.6 ml) thereto under stirring at ambient temperature. After few minutes, the stirring was stopped and the solution was stood for 1.5 hours at ambient temperature to crystallize. The resulting colorless needles were filtered, washed with 90% aqueous acetone (1 ml×2) and acetone (1 ml×3) and dried for 9 hour... Starting materials: [BH4-], C1CCOC1, CO, CC(=O)c1ccc(F)cc1F, [Na+]. Yields the product CC(O)c1ccc(F)cc1F. Reaction SMILES: [BH4-:12].[CH2:14]1[O:15][CH2:16][CH2:17][CH2:18]1.[CH3:19][OH:20].[F:1][c:2]1[c:3]([C:9]([CH3:10])=[O:11])[cH:4][cH:5][c:6]([F:8])[cH:7]1.[Na+:13]>>[F:1][c:2]1[c:3]([CH:9]([CH3:10])[OH:11])[cH:4][cH:5][c:6]([F:8])[cH:7]1. Reactants: N1C=NC=C1 (imidazole), C(C)(C)[Si](C(C)C)(C(C)C)Cl (triisopropylsilyl chloride), CC=1C=C2C(CCOC2=CC1O)=O (6-methyl-7-hydroxychroman-4-one), O (water). RXN SMILES: [CH3:1][C:2]1[CH:3]=[C:4]2[C:9](=[CH:10][C:11]=1[OH:12])[O:8][CH2:7][CH2:6][C:5]2=[O:13].N1C=CN=C1.[CH:19]([Si:22](Cl)([CH:26]([CH3:28])[CH3:27])[CH:23]([CH3:25])[CH3:24])([CH3:21])[CH3:20].O>CN(C)C=O>[CH3:1][C:2]1[CH:3]=[C:4]2[C:9](=[CH:10][C:11]=1[O:12][Si:22]([CH:26]([CH3:28])[CH3:27])([CH:23]([CH3:25])[CH3:24])[CH:19]([CH3:21])[CH3:20])[O:8][CH2:7][CH2:6][C:5]2=[O:13]. Product: CC=1C=C2C(CCOC2=CC1O[Si](C(C)C)(C(C)C)C(C)C)=O (6-methyl-7-triisopropylsilyloxychroman-4-one). Isolated yield 100.0%. Procedure: A mixture of 6-methyl-7-hydroxychroman-4-one (the compound of Preparation 32, 1.50 g, 8.42 mmol), imidazole (1.15 g, 16.9 mmol), and triisopropylsilyl chloride (2.0 mL, 9.2 mmol) in dimethylformamide (30 mL) was stirred overnight at ambient temperature. The reaction was poured into water and extracted with ether (2×). The combined organic layer was washed with 1 N lithium chloride (2×), dried over magnesium sulfate, and concentrated to afford 3.01 g (100%) of 6-methyl-7-triisopropylsilyloxychrom... Run at time 8 hour. Solvent: CN(C=O)C (dimethylformamide). The reactants are CC(C)([O-])C.[K+] (potassium tert-butoxide), COC(C(C)OC(C(C)=O)(C)C)=O (2-(1,1-dimethyl-2-oxopropoxy)propionic acid methyl ester). The solvent is O1CCCC1 (tetrahydrofuran), O1CCCC1 (tetrahydrofuran). Conditions: temperature 0 celsius, time 3 hour. Product: CC1(OC(C(CC1=O)=O)C)C (2,2,6-trimethylpyran-3,5-dione). The yield is 37.8%. RXN SMILES: CC(C)([O-])C.[K+].CO[C:9](=[O:19])[CH:10]([O:12][C:13]([CH3:18])([CH3:17])[C:14](=[O:16])[CH3:15])[CH3:11]>O1CCCC1>[CH3:18][C:13]1([CH3:17])[C:14](=[O:16])[CH2:15][C:9](=[O:19])[CH:10]([CH3:11])[O:12]1 |f:0.1|. Procedure details: To a mixture of potassium tert-butoxide (28.5 g, 0.254 mol) in tetrahydrofuran (200 ml) cooled to 0° C., is added a solution of 2-(1,1-dimethyl-2-oxopropoxy)propionic acid methyl ester (24 g, 0.127 mol) in tetrahydrofuran (50 ml). The reaction mixture is stirred at 0° C. for 3 hours. The reaction mixture is quenched with ice cold water, and the aqueous phase is extracted with diethyl ether (3×200 ml). The organic phases are combined, washed with water, and dried over anhydrous sodium sulfate. Th... Reactants: O=C1OC(=CC(=C1C#N)N1CCCCC1)C1=CC=CC=C1 (2-oxo-6-phenyl-4-(piperidin-1-yl)-2H-pyran-3-carbonitrile), indanone-2, [H-].[Na+] (NaH), C1CCOC1 (THF). Yields the product C1(=CC=CC=C1)C1=CC(=C(C=2CC3=CC=CC=C3C12)C#N)N1CCCCC1 (4-Phenyl-2-piperidin-1-yl-9H-fluorene-1-carbonitrile). RXN SMILES: O=[C:2]1[C:7]([C:8]#[N:9])=[C:6]([N:10]2[CH2:15][CH2:14][CH2:13][CH2:12][CH2:11]2)[CH:5]=[C:4]([C:16]2[CH:21]=[CH:20][CH:19]=[CH:18][CH:17]=2)O1.[H-].[Na+].[CH2:24]1[CH2:28]O[CH2:26][CH2:25]1>>[C:16]1([C:4]2[C:6]3[C:5]4[C:25](=[CH:24][CH:28]=[CH:16][CH:4]=4)[CH2:26][C:2]=3[C:7]([C:8]#[N:9])=[C:6]([N:10]3[CH2:15][CH2:14][CH2:13][CH2:12][CH2:11]3)[CH:5]=2)[CH:21]=[CH:20][CH:19]=[CH:18][CH:17]=1 |f:1.2|. Reported procedure: A mixture of 2-oxo-6-phenyl-4-(piperidin-1-yl)-2H-pyran-3-carbonitrile (280 mg), indanone-2 (132 mg) and NaH (44 mg) in THF was stirred for <5 min. After completion, the reaction solvent was evaporated under vacuum to dryness and crude solid was quenched with ice water and subsequently neutralized with dil. HCl, finally purified by column chromatography using ethylacetate-hexane as eluent. White solid; mp 140-141° C.; ESIMS 351 (M++1); IR (KBr) 2219 cm−1 (CN); 13C NMR (75.53 MHz, CDCl3): δ 22.89... Reactants: ClC1=CC=C(C(=O)N(CCCC(=O)O)C(CC)(C)C)C=C1 (N-(p-chlorobenzoyl)-4-[(1,1-dimethylpropyl)amino]butyric acid), C(C)C1=C(NCCCC(=O)OCC)C(=CC=C1)CC (ethyl γ-(2,6-diethylanilino)butyrate), [OH-].[K+] (potassium hydroxide). The solvent is C(C)O (ethanol). Reaction conditions: time 12 hour. Product: ClC1=CC=C(C(=O)N(CCCC(=O)N(C2=C(C=CC=C2CC)CC)CCCC(=O)O)C(CC)(C)C)C=C1 (N-[N-(p-chlorobenzoyl)-4-(1,1-dimethylpropylamino)butyryl]-4-(2,6-diethylanilino)butyric acid). Reaction SMILES: [Cl:1][C:2]1[CH:21]=[CH:20][C:5]([C:6]([N:8]([C:15]([CH3:19])([CH3:18])[CH2:16][CH3:17])[CH2:9][CH2:10][CH2:11][C:12]([OH:14])=O)=[O:7])=[CH:4][CH:3]=1.[CH2:22]([C:24]1[CH:38]=[CH:37][CH:36]=[C:35]([CH2:39][CH3:40])[C:25]=1[NH:26][CH2:27][CH2:28][CH2:29][C:30]([O:32]CC)=[O:31])[CH3:23].[OH-].[K+]>C(O)C>[Cl:1][C:2]1[CH:3]=[CH:4][C:5]([C:6]([N:8]([C:15]([CH3:19])([CH3:18])[CH2:16][CH3:17])[CH2:9][CH2:10][CH2:11][C:12]([N:26]([CH2:27][CH2:28][CH2:29][C:30]([OH:32])=[O:31])[C:25]2[C:35]([CH2:39][CH3:40])=[CH:36][CH:37]=[CH:38][C:24]=2[CH2:22][CH3:23])=[O:14])=[O:7])=[CH:20][CH:21]=1 |f:2.3|. Reported procedure: Analogously to Example 1, by using equivalent quantities, reacting N-(p-chlorobenzoyl)-4-[(1,1-dimethylpropyl)amino]butyric acid and ethyl γ-(2,6-diethylanilino)butyrate and suitable processing, dissolving the evaporation residue in ethanol, adding an ethanolic solution of potassium hydroxide, stirring for 12 hours at room temperature and further processing yields N-[N-(p-chlorobenzoyl)-4-(1,1-dimethylpropylamino)butyryl]-4-(2,6-diethylanilino)butyric acid.